Dataset: the Open Reaction Database (ORD), a public repository of structured organic reaction records. Task: describe an organic reaction: reactants, conditions, products, and yield Reactants: C[N+]1(CCOCC1)[O-] (N-methylmorpholine N-oxide), [O-]S(=O)[O-].[Na+].[Na+] (Na2SO3), C(=C)N1N=C(C=C1OC1=CC=C(C=C1)C(F)(F)F)C=1C=C(C=CC1)C1(COC1)NC(OC(C)(C)C)=O (tert-butyl {3-[3-(1-ethenyl-5-(4-trifluoromethylphenoxy)-1H-pyrazol-3-yl)phenyl]oxetan-3-yl}carbamate). Reagents/catalysts: O=[Os](=O)(=O)=O (OsO4). The solvent is O (water), CC(=O)C (acetone), O (water). Run at time 3.5 hour. Yields the product FC(C1=CC=C(OC2=CC(=NN2)C=2C=C(C=CC2)C2(COC2)NC(OC(C)(C)C)=O)C=C1)(F)F (tert-butyl {3-[3-(5-(4-trifluoromethylphenoxy)-1H-pyrazol-3-yl)phenyl]oxetan-3-yl}carbamate). Reaction SMILES: C([N:3]1[C:7]([O:8][C:9]2[CH:14]=[CH:13][C:12]([C:15]([F:18])([F:17])[F:16])=[CH:11][CH:10]=2)=[CH:6][C:5]([C:19]2[CH:20]=[C:21]([C:25]3([NH:29][C:30](=[O:36])[O:31][C:32]([CH3:35])([CH3:34])[CH3:33])[CH2:28][O:27][CH2:26]3)[CH:22]=[CH:23][CH:24]=2)=[N:4]1)=C.C[N+]1([O-])CCOCC1.[O-]S([O-])=O.[Na+].[Na+]>CC(C)=O.O.O=[Os](=O)(=O)=O>[F:18][C:15]([F:16])([F:17])[C:12]1[CH:13]=[CH:14][C:9]([O:8][C:7]2[NH:3][N:4]=[C:5]([C:19]3[CH:20]=[C:21]([C:25]4([NH:29][C:30](=[O:36])[O:31][C:32]([CH3:34])([CH3:35])[CH3:33])[CH2:28][O:27][CH2:26]4)[CH:22]=[CH:23][CH:24]=3)[CH:6]=2)=[CH:10][CH:11]=1 |f:2.3.4|. Procedure: A stirred solution of tert-butyl {3-[3-(1-ethenyl-5-(4-trifluoromethylphenoxy)-1H-pyrazol-3-yl)phenyl]oxetan-3-yl}carbamate (1.02 g, 2.03 mmol) in 14 mL of 2.5:1 acetone:water was cooled in an ice bath. To the stirred solution was added OsO4 (2.6 mL of a 5.5 weight % solution in water, 0.2 mmol) and N-methylmorpholine N-oxide (2.4 g, 2.1 mmol). The mixture was stirred for 3.5 h. 10% Aqueous Na2SO3 solution was added. The mixture was stirred for 5 min, then extracted with EtOAc. The combined orga... The reactants are BrB(Br)Br, COC(=O)c1ccc2nc(COCc3ccccc3)sc2c1, ClCCl, [Na+], O=C([O-])O. Yields the product COC(=O)c1ccc2nc(CO)sc2c1. As a reaction SMILES: [B:23]([Br:24])([Br:25])[Br:26].[CH3:1][O:2][C:3](=[O:4])[c:5]1[cH:6][c:7]2[c:8]([n:9][c:10]([CH2:12][O:13][CH2:14][c:15]3[cH:16][cH:17][cH:18][cH:19][cH:20]3)[s:11]2)[cH:21][cH:22]1.[Cl:32][CH2:33][Cl:34].[Na+:31].[O-:27][C:28]([OH:29])=[O:30]>>[CH3:1][O:2][C:3](=[O:4])[c:5]1[cH:6][c:7]2[c:8]([n:9][c:10]([CH2:12][OH:13])[s:11]2)[cH:21][cH:22]1. The reactants are 4-hydroxy-acetophenone, C1(=CC=CC=C1)NN (phenylhydrazine), C(C)O (ethanol), C(C)(=O)O (acetic acid). The product is OC1=CC=C(C=C1)C=1NC2=CC=CC=C2C1 (2-(4'-Hydroxy-phenyl)-indole). RXN SMILES: [C:1]1([NH:7]N)[CH:6]=[CH:5][CH:4]=[CH:3][CH:2]=1.[CH2:9]([OH:11])[CH3:10].[C:12](O)(=O)[CH3:13]>>[OH:11][C:9]1[CH:3]=[CH:2][C:1]([C:12]2[NH:7][C:1]3[C:6]([CH:13]=2)=[CH:5][CH:4]=[CH:3][CH:2]=3)=[CH:6][CH:10]=1. Reported procedure: A mixture of 40.8 g (0.3 mol) of 4-hydroxy-acetophenone, 33 ml (0.3 mol) of phenylhydrazine, 100 ml of ethanol and 1.5 ml of acetic acid was refluxed under nitrogen for 10 hours. The reactants are Nc1ccc(OCc2ccccc2)cc1F, CO, OCn1nnc2ccccc21. Yields the product Fc1cc(OCc2ccccc2)ccc1NCn1nnc2ccccc21. RXN SMILES: [CH2:1]([c:2]1[cH:3][cH:4][cH:5][cH:6][cH:7]1)[O:8][c:9]1[cH:10][c:11]([F:16])[c:12]([NH2:13])[cH:14][cH:15]1.[CH3:28][OH:29].[n:17]1([CH2:26][OH:27])[n:18][n:19][c:20]2[c:21]1[cH:22][cH:23][cH:24][cH:25]2>>[CH2:1]([c:2]1[cH:3][cH:4][cH:5][cH:6][cH:7]1)[O:8][c:9]1[cH:10][c:11]([F:16])[c:12]([NH:13][CH2:26][n:17]2[n:18][n:19][c:20]3[c:21]2[cH:22][cH:23][cH:24][cH:25]3)[cH:14][cH:15]1. Reactants: C1CCOC1 (THF), COC1=CC=C(C=N1)C1=CC=C(C=C1)N1C(O[C@H](C1)CNC(C)=O)=O (N-({(5S)-3-[4-(6-methoxypyridin-3-yl)phenyl]-2-oxo-1,3-oxazolidin-5-yl}methyl)acetamide), C([O-])([O-])=O.[K+].[K+] (potassium carbonate), CI (methyl iodide). Solvent: C(Cl)Cl (CH2Cl2). Reaction conditions: temperature 85 celsius. The product is CN1C=C(C=CC1=O)C1=CC=C(C=C1)N1C(O[C@H](C1)CNC(C)=O)=O (N-({(5S)-3-[4-(1-methyl-6-oxo-1,6-dihydropyridin-3-yl)phenyl]-2-oxo-1,3-oxazolidin-5-yl}methyl)acetamide). Isolated yield 53.0%. As a reaction SMILES: [CH2:1]1COCC1.C[O:7][C:8]1[N:13]=[CH:12][C:11]([C:14]2[CH:19]=[CH:18][C:17]([N:20]3[CH2:24][C@H:23]([CH2:25][NH:26][C:27](=[O:29])[CH3:28])[O:22][C:21]3=[O:30])=[CH:16][CH:15]=2)=[CH:10][CH:9]=1.C(=O)([O-])[O-].[K+].[K+].CI>C(Cl)Cl>[CH3:1][N:13]1[C:8](=[O:7])[CH:9]=[CH:10][C:11]([C:14]2[CH:19]=[CH:18][C:17]([N:20]3[CH2:24][C@H:23]([CH2:25][NH:26][C:27](=[O:29])[CH3:28])[O:22][C:21]3=[O:30])=[CH:16][CH:15]=2)=[CH:12]1 |f:2.3.4|. Reported procedure: To a stirred anhydrous THF (10 mL) mixture of N-({(5S)-3-[4-(6-methoxypyridin-3-yl)phenyl]-2-oxo-1,3-oxazolidin-5-yl}methyl)acetamide (0.10 g, 0.29 mmol) in a sealed tube, is added potassium carbonate (0.04 g, 0.58 mmol) and methyl iodide (0.1 mL, 1.7 mmol). The mixture is heated to 85° C. for 16 hours. The reaction is cooled to RT and diluted to 100 mL with CH2Cl2. The K2CO3 is filtered. The solution is concentrated to dryness, dissolved in MeOH (20 mL) and treated with saturated Na2S2O3. The s...